Dataset: the Open Reaction Database (ORD), a public repository of structured organic reaction records. Task: describe an organic reaction: reactants, conditions, products, and yield The reactants are NC[C@H]1N(CCC[C@H]1C)C(=O)C1=C(C(=CC=C1)F)C1=NC=CC=N1 (((2S,3R)-2-(aminomethyl)-3-methylpiperidin-1-yl)(3-fluoro-2-(pyrimidin-2-yl)phenyl)methanone), ClC1=NC=C(C=N1)C(F)(F)F (2-chloro-5-(trifluoromethyl)pyrimidine). Product: FC=1C(=C(C=CC1)C(=O)N1[C@@H]([C@@H](CCC1)C)CNC1=NC=C(C=N1)C(F)(F)F)C1=NC=CC=N1 ((3-Fluoro-2-(pyrimidin-2-yl)phenyl)((2S,3R)-3-methyl-2-(((5-(trifluoromethyl)pyrimidin-2-yl)amino)methyl)piperidin-1-yl)methanone). As a reaction SMILES: [NH2:1][CH2:2][C@@H:3]1[C@H:8]([CH3:9])[CH2:7][CH2:6][CH2:5][N:4]1[C:10]([C:12]1[CH:17]=[CH:16][CH:15]=[C:14]([F:18])[C:13]=1[C:19]1[N:24]=[CH:23][CH:22]=[CH:21][N:20]=1)=[O:11].Cl[C:26]1[N:31]=[CH:30][C:29]([C:32]([F:35])([F:34])[F:33])=[CH:28][N:27]=1>>[F:18][C:14]1[C:13]([C:19]2[N:20]=[CH:21][CH:22]=[CH:23][N:24]=2)=[C:12]([C:10]([N:4]2[CH2:5][CH2:6][CH2:7][C@@H:8]([CH3:9])[C@H:3]2[CH2:2][NH:1][C:26]2[N:31]=[CH:30][C:29]([C:32]([F:35])([F:34])[F:33])=[CH:28][N:27]=2)=[O:11])[CH:17]=[CH:16][CH:15]=1. Procedure: The title compound was prepared following the same general protocol as described for Example A1 using ((2S,3R)-2-(aminomethyl)-3-methylpiperidin-1-yl)(3-fluoro-2-(pyrimidin-2-yl)phenyl)methanone and 2-chloro-5-(trifluoromethyl)pyrimidine. ESI-MS (m/z): 475 [M+1]+. 1H NMR (300 MHz, DMSO-d6) δ 9.05-6.65 (m, 9H), 4.80-2.75 (m, 5H), 1.70-0.65 (m, 8H). Reactants: C1(=CC=CC=C1)C1C(CCCC1O)C(C(=O)O)C(=O)O (2-(SR)-phenyl-3-(SR)-hydroxy-(SR)-cyclohexylmalonic acid). Reagents/catalysts: [Cu-]=O (copper (I) oxide). The solvent is C(C)#N (acetonitrile). Yields the product C1(=CC=CC=C1)C1C(CCCC1O)CC(=O)O (2-(SR)-Phenyl-3-(SR)-hydroxy-(SR)-cyclohexylacetic acid). Isolated yield 89.8%. RXN SMILES: [C:1]1([CH:7]2[CH:12]([OH:13])[CH2:11][CH2:10][CH2:9][CH:8]2[CH:14](C(O)=O)[C:15]([OH:17])=[O:16])[CH:6]=[CH:5][CH:4]=[CH:3][CH:2]=1>C(#N)C.[Cu-]=O>[C:1]1([CH:7]2[CH:12]([OH:13])[CH2:11][CH2:10][CH2:9][CH:8]2[CH2:14][C:15]([OH:17])=[O:16])[CH:2]=[CH:3][CH:4]=[CH:5][CH:6]=1. Reported procedure: A suspension of ca. 700 mg (2.52 mmole) of 2-(SR)-phenyl-3-(SR)-hydroxy-(SR)-cyclohexylmalonic acid in 55 mL of acetonitrile was degassed with nitrogen for 10 min and then 18 mg (0.13 mmole) of copper (I) oxide was added under nitrogen and the mixture was heated at reflux for 40 hr under nitrogen. The solution was cooled and concentrated in vacuo, and the residue was taken up in 50 mL of water containing 0.4 mL of 2N HCl and 45 mL of ether. The layers were separated and the aqueous layer was ext... Reactants: [Ag+2], COc1ccc(C(=O)C(C)Br)c(C)c1, O=C([O-])[O-], Cc1nc(C)n(-c2c(C)n[nH]c2O)n1, CCC(=O)c1ccc(OC)cc1C, CN(C)C=O. Product: COc1ccc(C(=O)C(C)Oc2[nH]nc(C)c2-n2nc(C)nc2C)c(C)c1. Reaction SMILES: [Ag+2:51].[Br:15][CH:16]([C:17](=[O:18])[c:19]1[c:20]([CH3:27])[cH:21][c:22]([O:25][CH3:26])[cH:23][cH:24]1)[CH3:28].[C:47](=[O:48])([O-:49])[O-:50].[CH3:1][c:2]1[n:3][n:4](-[c:8]2[c:9]([OH:14])[nH:10][n:11][c:12]2[CH3:13])[c:5]([CH3:7])[n:6]1.[CH3:29][O:30][c:31]1[cH:32][cH:33][c:34]([C:35](=[O:36])[CH2:37][CH3:38])[c:39]([CH3:40])[cH:41]1.[O:42]=[CH:43][N:44]([CH3:45])[CH3:46]>>[CH3:1][c:2]1[n:3][n:4](-[c:8]2[c:9]([O:14][CH:16]([C:17](=[O:18])[c:19]3[c:20]([CH3:27])[cH:21][c:22]([O:25][CH3:26])[cH:23][cH:24]3)[CH3:28])[nH:10][n:11][c:12]2[CH3:13])[c:5]([CH3:7])[n:6]1. Reactants: CC(CO)Cc1ccc(C(C)(C)C)cc1, O. Product: CC(C=O)Cc1ccc(C(C)(C)C)cc1. RXN SMILES: [C:1]([CH3:2])([CH3:3])([CH3:4])[c:5]1[cH:6][cH:7][c:8]([CH2:11][CH:12]([CH2:13][OH:14])[CH3:15])[cH:9][cH:10]1.[OH2:16]>>[C:1]([CH3:2])([CH3:3])([CH3:4])[c:5]1[cH:6][cH:7][c:8]([CH2:11][CH:12]([CH:13]=[O:14])[CH3:15])[cH:9][cH:10]1. Reactants: ClC1=NC=CC(=N1)Cl (2,4-dichloropyrimidine), ClC1=CC=C(N)C=C1 (4-chloroaniline), [N+](=O)([O-])C1=CC=C2C=NNC2=C1 (6-nitroindazole). The product is ClC1=CC=C(C=C1)NC1=NC(=NC=C1)N1N=C2C=C(C=CC2=C1)[N+](=O)[O-] ((4-Chloro-phenyl)-[2-(6-nitro-indazol-2-yl)-pyrimidin-4-yl]-amine). RXN SMILES: Cl[C:2]1[N:7]=[C:6](Cl)[CH:5]=[CH:4][N:3]=1.[Cl:9][C:10]1[CH:16]=[CH:15][C:13]([NH2:14])=[CH:12][CH:11]=1.[N+:17]([C:20]1[CH:28]=[C:27]2[C:23]([CH:24]=[N:25][NH:26]2)=[CH:22][CH:21]=1)([O-:19])=[O:18]>>[Cl:9][C:10]1[CH:16]=[CH:15][C:13]([NH:14][C:6]2[CH:5]=[CH:4][N:3]=[C:2]([N:25]3[CH:24]=[C:23]4[C:27]([CH:28]=[C:20]([N+:17]([O-:19])=[O:18])[CH:21]=[CH:22]4)=[N:26]3)[N:7]=2)=[CH:12][CH:11]=1. Reported procedure: Was prepared according to Method A from 2,4-dichloropyrimidine, 4-chloroaniline and 6-nitroindazole. LC-ESI-HRMS of [M+H]+ shows 367.0717 Da. Calc. 367.071027 Da, dev. 1.8 ppm. The reactants are BrCCCCN1S(N(C2=C(C1)C=C(C=C2)F)C2=C(C=CC=C2)F)(=O)=O (3-(4-bromobutyl)-6-fluoro-1-(2-fluorophenyl)-3,4-dihydro-1H-2,1,3-benzothiadiazine 2,2-dioxide), C1(CC1)N (cyclopropylamine), Cl (HCl). Yields the product FC=1C=CC2=C(CN(S(N2C2=C(C=CC=C2)F)(=O)=O)CCCCNC2CC2)C1 (N-{4-[6-fluoro-1-(2-fluorophenyl)-2,2-dioxido-1,4-dihydro-3H-2,1,3-benzothiadiazin-3-yl]butyl}cyclopropanamine). Yield: 85.0%. Reaction SMILES: Br[CH2:2][CH2:3][CH2:4][CH2:5][N:6]1[CH2:11][C:10]2[CH:12]=[C:13]([F:16])[CH:14]=[CH:15][C:9]=2[N:8]([C:17]2[CH:22]=[CH:21][CH:20]=[CH:19][C:18]=2[F:23])[S:7]1(=[O:25])=[O:24].[CH:26]1([NH2:29])[CH2:28][CH2:27]1.Cl>>[F:16][C:13]1[CH:14]=[CH:15][C:9]2[N:8]([C:17]3[CH:22]=[CH:21][CH:20]=[CH:19][C:18]=3[F:23])[S:7](=[O:25])(=[O:24])[N:6]([CH2:5][CH2:4][CH2:3][CH2:2][NH:29][CH:26]3[CH2:28][CH2:27]3)[CH2:11][C:10]=2[CH:12]=1. Procedure details: In an analogous manner to Example 11 step 5, 3-(4-bromobutyl)-6-fluoro-1-(2-fluorophenyl)-3,4-dihydro-1H-2,1,3-benzothiadiazine 2,2-dioxide (0.11 g, 0.25 mmol) was reacted to cyclopropylamine and then treated with HCl to provide N-{4-[6-fluoro-1-(2-fluorophenyl)-2,2-dioxido-1,4-dihydro-3H-2,1,3-benzothiadiazin-3-yl]butyl}cyclopropanamine (0.094 g, 85%) as a white solid: Starting materials: CC(=O)O, ClCCl, ClCCl, CCO, Cl, CC(C)(C)OC(=O)Nc1ccc(Oc2ccc(NC(=O)NC3C4COc5c(F)ccc(F)c5C43)nc2)cc1. Product: Nc1ccc(Oc2ccc(NC(=O)NC3C4COc5c(F)ccc(F)c5C43)nc2)cc1. Reaction SMILES: [C:40]([OH:41])(=[O:42])[CH3:43].[CH2:47]([Cl:48])[Cl:49].[CH2:50]([Cl:51])[Cl:52].[CH3:44][CH2:45][OH:46].[ClH:39].[F:1][c:2]1[cH:3][cH:4][c:5]([F:38])[c:6]2[c:11]1[O:10][CH2:9][CH:8]1[CH:7]2[CH:12]1[NH:13][C:14](=[O:15])[NH:16][c:17]1[n:18][cH:19][c:20]([O:23][c:24]2[cH:25][cH:26][c:27]([NH:30][C:31]([O:32][C:33]([CH3:34])([CH3:35])[CH3:36])=[O:37])[cH:28][cH:29]2)[cH:21][cH:22]1>>[F:1][c:2]1[cH:3][cH:4][c:5]([F:38])[c:6]2[c:11]1[O:10][CH2:9][CH:8]1[CH:7]2[CH:12]1[NH:13][C:14](=[O:15])[NH:16][c:17]1[n:18][cH:19][c:20]([O:23][c:24]2[cH:25][cH:26][c:27]([NH2:30])[cH:28][cH:29]2)[cH:21][cH:22]1.